This data is from the Open Reaction Database (ORD), a public repository of structured organic reaction records. The task is: describe an organic reaction: reactants, conditions, products, and yield Starting materials: C(=O)([O-])[O-].[Na+].[Na+] (Na2CO3), CCOC(=O)C (EtOAc), BrC=1NC2=CC(=CC=C2C1C1CCCCC1)C(=O)OC (Methyl 2-bromo-3-cyclohexyl-1H-indole-6-carboxylate), C(=C)C1=C(C=CC=C1)B(O)O ((2-vinylphenyl)boronic acid). Reagents/catalysts: Cl[Pd]([P](C1=CC=CC=C1)(C2=CC=CC=C2)C3=CC=CC=C3)([P](C4=CC=CC=C4)(C5=CC=CC=C5)C6=CC=CC=C6)Cl (Pd(PPh3)2Cl2). The solvent is O1CCOCC1 (dioxane). Yields the product C1(CCCCC1)C1=C(NC2=CC(=CC=C12)C(=O)OC)C1=C(C=CC=C1)C=C (Methyl 3-cyclohexyl-2-(2-vinylphenyl)-1H-indole-6-carboxylate). Yield: 91.0%. As a reaction SMILES: Br[C:2]1[NH:3][C:4]2[C:9]([C:10]=1[CH:11]1[CH2:16][CH2:15][CH2:14][CH2:13][CH2:12]1)=[CH:8][CH:7]=[C:6]([C:17]([O:19][CH3:20])=[O:18])[CH:5]=2.[CH:21]([C:23]1[CH:28]=[CH:27][CH:26]=[CH:25][C:24]=1B(O)O)=[CH2:22].C([O-])([O-])=O.[Na+].[Na+].CCOC(C)=O>O1CCOCC1.Cl[Pd](Cl)([P](C1C=CC=CC=1)(C1C=CC=CC=1)C1C=CC=CC=1)[P](C1C=CC=CC=1)(C1C=CC=CC=1)C1C=CC=CC=1>[CH:11]1([C:10]2[C:9]3[C:4](=[CH:5][C:6]([C:17]([O:19][CH3:20])=[O:18])=[CH:7][CH:8]=3)[NH:3][C:2]=2[C:24]2[CH:25]=[CH:26][CH:27]=[CH:28][C:23]=2[CH:21]=[CH2:22])[CH2:16][CH2:15][CH2:14][CH2:13][CH2:12]1 |f:2.3.4,^1:52,71|. Procedure: Methyl 2-bromo-3-cyclohexyl-1H-indole-6-carboxylate (prepared as described in WO 2004065367) and (2-vinylphenyl)boronic acid (1.5 eq) were dissolved in dioxane (0.07 M) and 2M aqueous Na2CO3 (6 eq) was added. The solution was degassed by bubbling argon, Pd(PPh3)2Cl2 (0.2 eq) was added, and the reaction mixture was refluxed for 1 h; after cooling, EtOAc was added, and the solution washed with water and brine, dried over Na2SO4 and concentrated in vacuo. The title compound was isolated by chromato... The reactants are C1CSCCN1, COc1cc(NS(=O)(=O)c2ccc(Cl)cc2)c(C(=O)Nc2ccc(S(=O)(=O)F)cc2)cc1OC, Cl. Product: COc1cc(NS(=O)(=O)c2ccc(Cl)cc2)c(C(=O)Nc2ccc(S(=O)(=O)N3CCSCC3)cc2)cc1OC. RXN SMILES: [CH2:36]1[CH2:37][S:38][CH2:39][CH2:40][NH:41]1.[Cl:1][c:2]1[cH:3][cH:4][c:5]([S:8](=[O:9])(=[O:10])[NH:11][c:12]2[c:13]([C:14](=[O:15])[NH:16][c:17]3[cH:18][cH:19][c:20]([S:23](=[O:24])(=[O:25])[F:26])[cH:21][cH:22]3)[cH:27][c:28]([O:33][CH3:34])[c:29]([O:31][CH3:32])[cH:30]2)[cH:6][cH:7]1.[ClH:35]>>[Cl:1][c:2]1[cH:3][cH:4][c:5]([S:8](=[O:9])(=[O:10])[NH:11][c:12]2[c:13]([C:14](=[O:15])[NH:16][c:17]3[cH:18][cH:19][c:20]([S:23](=[O:24])(=[O:25])[N:41]4[CH2:36][CH2:37][S:38][CH2:39][CH2:40]4)[cH:21][cH:22]3)[cH:27][c:28]([O:33][CH3:34])[c:29]([O:31][CH3:32])[cH:30]2)[cH:6][cH:7]1. The reactants are COc1ccc(C(=O)OC(C(=O)O)(C(=O)c2ccc(OC)cc2)C(O)C(=O)O)cc1, CCOCCn1c(N2CCCN(CCC3(c4ccccc4)CCNC3)CC2)nc2ccccc21, COc1cc(C(=O)O)c(Cl)c(OC)c1OC, Cl, OCCC1(c2ccccc2)CCNC1. The product is CCOCCn1c(N2CCCN(CCC3(c4ccccc4)CCN(C(=O)c4cc(OC)c(OC)c(OC)c4Cl)C3)CC2)nc2ccccc21. Reaction SMILES: [C:52]([O:53][C:54]([C:55](=[O:56])[c:57]1[cH:58][cH:59][c:60]([O:61][CH3:62])[cH:63][cH:64]1)([CH:65]([C:66]([OH:67])=[O:68])[OH:69])[C:70]([OH:71])=[O:72])(=[O:73])[c:74]1[cH:75][cH:76][c:77]([O:78][CH3:79])[cH:80][cH:81]1.[CH2:18]([CH3:19])[O:20][CH2:21][CH2:22][n:23]1[c:24]([N:32]2[CH2:33][CH2:34][N:35]([CH2:39][CH2:40][C:41]3([c:46]4[cH:47][cH:48][cH:49][cH:50][cH:51]4)[CH2:42][NH:43][CH2:44][CH2:45]3)[CH2:36][CH2:37][CH2:38]2)[n:25][c:26]2[c:27]1[cH:28][cH:29][cH:30][cH:31]2.[Cl:1][c:2]1[c:3]([C:4](=[O:5])[OH:6])[cH:7][c:8]([O:15][CH3:16])[c:9]([O:13][CH3:14])[c:10]1[O:11][CH3:12].[ClH:17].[c:82]1([C:83]2([CH2:84][CH2:85][OH:86])[CH2:87][CH2:88][NH:89][CH2:90]2)[cH:91][cH:92][cH:93][cH:94][cH:95]1>>[Cl:1][c:2]1[c:3]([C:4](=[O:6])[N:43]2[CH2:42][C:41]([CH2:40][CH2:39][N:35]3[CH2:34][CH2:33][N:32]([c:24]4[n:23]([CH2:22][CH2:21][O:20][CH2:18][CH3:19])[c:27]5[c:26]([n:25]4)[cH:31][cH:30][cH:29][cH:28]5)[CH2:38][CH2:37][CH2:36]3)([c:46]3[cH:47][cH:48][cH:49][cH:50][cH:51]3)[CH2:45][CH2:44]2)[cH:7][c:8]([O:15][CH3:16])[c:9]([O:13][CH3:14])[c:10]1[O:11][CH3:12]. The reactants are O=C(O)c1cccc([N+](=O)[O-])c1Br, CN1CCOCC1, CC(C)O, [Cu], [Cu]I, Cn1ncc2c(N)cccc21. Product: Cn1ncc2c(Nc3c(C(=O)O)cccc3[N+](=O)[O-])cccc21. Reaction SMILES: [Br:12][c:13]1[c:14]([C:15](=[O:16])[OH:17])[cH:18][cH:19][cH:20][c:21]1[N+:22](=[O:23])[O-:24].[CH3:25][N:26]1[CH2:27][CH2:28][O:29][CH2:30][CH2:31]1.[CH:32]([OH:33])([CH3:34])[CH3:35].[Cu:36].[Cu:37][I:38].[NH2:1][c:2]1[c:3]2[cH:4][n:5][n:6]([CH3:11])[c:7]2[cH:8][cH:9][cH:10]1>>[NH:1]([c:2]1[c:3]2[cH:4][n:5][n:6]([CH3:11])[c:7]2[cH:8][cH:9][cH:10]1)[c:13]1[c:14]([C:15](=[O:16])[OH:17])[cH:18][cH:19][cH:20][c:21]1[N+:22](=[O:23])[O-:24].